From a dataset of the Open Reaction Database (ORD), a public repository of structured organic reaction records. describe an organic reaction: reactants, conditions, products, and yield Starting materials: CCCC[Sn](Cl)(Cl)CCCC, C1CCOC1, CO, O=Cc1ccc(C=CC(=O)O)cc1, Nc1cccc(Cl)c1, [SiH3]c1ccccc1. Product: O=C(O)C=Cc1ccc(CNc2cccc(Cl)c2)cc1. RXN SMILES: [CH2:22]([Sn:23]([Cl:24])([Cl:25])[CH2:26][CH2:27][CH2:28][CH3:29])[CH2:30][CH2:31][CH3:32].[CH2:40]1[O:41][CH2:42][CH2:43][CH2:44]1.[CH3:45][OH:46].[CH:1](=[O:2])[c:3]1[cH:4][cH:5][c:6]([CH:9]=[CH:10][C:11](=[O:12])[OH:13])[cH:7][cH:8]1.[Cl:14][c:15]1[cH:16][c:17]([NH2:21])[cH:18][cH:19][cH:20]1.[c:33]1([SiH3:34])[cH:35][cH:36][cH:37][cH:38][cH:39]1>>[CH2:1]([c:3]1[cH:4][cH:5][c:6]([CH:9]=[CH:10][C:11](=[O:12])[OH:13])[cH:7][cH:8]1)[NH:21][c:17]1[cH:16][c:15]([Cl:14])[cH:20][cH:19][cH:18]1.